From a dataset of the Open Reaction Database (ORD), a public repository of structured organic reaction records. describe an organic reaction: reactants, conditions, products, and yield Starting materials: BrC1=CC=C2C=NC(=NN21)SC (7-Bromo-2-methylsulfanyl-pyrrolo[2,1-f][1,2,4]triazine), CC1(OB(OC1(C)C)C=1C=C(C=CC1)CCC#N)C (3-[3-(4,4,5,5-Tetramethyl-[1,3,2]dioxaborolan-2-yl)-phenyl]-propionitrile), C([O-])([O-])=O.[Na+].[Na+] (Sodium carbonate), O (Water), C1(=CC=CC=C1)P(C1=CC=CC=C1)C1=CC=CC=C1 (Triphenylphosphine). The reagents and catalysts are C(C)(=O)[O-].[Pd+2].C(C)(=O)[O-] (Palladium Acetate). Run in CN(C=O)C (N,N-Dimethylformamide). Run at time 10 minute. Product: CSC1=NN2C(C=N1)=CC=C2C=2C=C(C=CC2)CCC#N (3-[3-(2-Methylsulfanyl-pyrrolo[2,1-f][1,2,4]triazin-7-yl)-phenyl]-propionitrile). Isolated yield 74.6%. RXN SMILES: C1(P(C2C=CC=CC=2)C2C=CC=CC=2)C=CC=CC=1.Br[C:21]1[N:29]2[C:24]([CH:25]=[N:26][C:27]([S:30][CH3:31])=[N:28]2)=[CH:23][CH:22]=1.CC1(C)C(C)(C)OB([C:40]2[CH:41]=[C:42]([CH2:46][CH2:47][C:48]#[N:49])[CH:43]=[CH:44][CH:45]=2)O1.C(=O)([O-])[O-].[Na+].[Na+].O>C([O-])(=O)C.[Pd+2].C([O-])(=O)C.CN(C)C=O>[CH3:31][S:30][C:27]1[N:26]=[CH:25][C:24]2=[CH:23][CH:22]=[C:21]([C:40]3[CH:41]=[C:42]([CH2:46][CH2:47][C:48]#[N:49])[CH:43]=[CH:44][CH:45]=3)[N:29]2[N:28]=1 |f:3.4.5,7.8.9|. Procedure details: Into a 8-dram vial, Palladium Acetate (0.057 g, 0.26 mmol) and Triphenylphosphine (0.19 g, 0.00072 mol) were added. The mixture was purged under an atmosphere of Nitrogen for 10 minutes. 1,4-Dioxane (19.4 mL) was added and stirred for 10 minutes at room temperature. 7-Bromo-2-methylsulfanyl-pyrrolo[2,1-f][1,2,4]triazine (0.623 g, 2.55 mmol), 3-[3-(4,4,5,5-Tetramethyl-[1,3,2]dioxaborolan-2-yl)-phenyl]-propionitrile (1.31 g, 5.10 mmol), N,N-Dimethylformamide (39 mL), and 1.50 M of Sodium carbonate... The reactants are BrBr (bromine), CC(C(C)=O)(CC)CC (3-methyl-3-ethyl-2-pentanone), [Cl-].[Al+3].[Cl-].[Cl-] (aluminum chloride). Solvent: C(C)OCC (diethyl ether). Conditions: time 30 minute. Yields the product BrCC(C(CC)(CC)C)=O (1-Bromo-3-methyl-3-ethyl-2-pentanone). Reaction SMILES: [CH3:1][C:2]([CH2:8][CH3:9])([CH2:6][CH3:7])[C:3](=[O:5])[CH3:4].[Br:10]Br.[Cl-].[Al+3].[Cl-].[Cl-]>C(OCC)C>[Br:10][CH2:4][C:3](=[O:5])[C:2]([CH3:1])([CH2:8][CH3:9])[CH2:6][CH3:7] |f:2.3.4.5|. Procedure: To a solution of 9.0 g of 3-methyl-3-ethyl-2-pentanone in 100 ml diethyl ether cooled to about 0°-5° C. with an ice bath was added 3.6 ml bromine. The reaction mixture was allowed to warm to room temperature and a catalytic amount of aluminum chloride was added. The mixture was stirred for 30 minutes and washed with water and a saturated sodium bicarbonate solution. The organic phase was separated, dried over anhydrous sodium sulfate and evaporated under vacuum to provide an oil. The oil was dis...